From a dataset of the Open Reaction Database (ORD), a public repository of structured organic reaction records. describe an organic reaction: reactants, conditions, products, and yield The reactants are CC(C)c1nn(Cc2ccc(Br)cc2)c(=O)c(C(=O)NCC(=O)O)c1O, O=C(O)c1ccc(B(O)O)cc1, O=C([O-])[O-], C1COCCO1, Cl, [K+], [K+], O, c1ccc(P(c2ccccc2)(c2ccccc2)[Pd](P(c2ccccc2)(c2ccccc2)c2ccccc2)(P(c2ccccc2)(c2ccccc2)c2ccccc2)P(c2ccccc2)(c2ccccc2)c2ccccc2)cc1. Yields the product CC(C)c1nn(Cc2ccc(-c3ccc(C(=O)O)cc3)cc2)c(=O)c(C(=O)NCC(=O)O)c1O. As a reaction SMILES: [Br:1][c:2]1[cH:3][cH:4][c:5]([CH2:8][n:9]2[n:10][c:11]([CH:24]([CH3:25])[CH3:26])[c:12]([OH:23])[c:13]([C:16](=[O:17])[NH:18][CH2:19][C:20](=[O:21])[OH:22])[c:14]2=[O:15])[cH:6][cH:7]1.[C:27](=[O:28])([OH:29])[c:30]1[cH:31][cH:32][c:33]([B:36]([OH:37])[OH:38])[cH:34][cH:35]1.[C:39](=[O:40])([O-:41])[O-:42].[CH2:46]1[O:47][CH2:48][CH2:49][O:50][CH2:51]1.[ClH:45].[K+:43].[K+:44].[OH2:52].[cH:53]1[cH:54][cH:55][c:56]([P:57]([Pd:58]([P:59]([c:60]2[cH:61][cH:62][cH:63][cH:64][cH:65]2)([c:66]2[cH:67][cH:68][cH:69][cH:70][cH:71]2)[c:72]2[cH:73][cH:74][cH:75][cH:76][cH:77]2)([P:78]([c:79]2[cH:80][cH:81][cH:82][cH:83][cH:84]2)([c:85]2[cH:86][cH:87][cH:88][cH:89][cH:90]2)[c:91]2[cH:92][cH:93][cH:94][cH:95][cH:96]2)[P:97]([c:98]2[cH:99][cH:100][cH:101][cH:102][cH:103]2)([c:104]2[cH:105][cH:106][cH:107][cH:108][cH:109]2)[c:110]2[cH:111][cH:112][cH:113][cH:114][cH:115]2)([c:116]2[cH:117][cH:118][cH:119][cH:120][cH:121]2)[c:122]2[cH:123][cH:124][cH:125][cH:126][cH:127]2)[cH:128][cH:129]1>>[c:2]1(-[c:33]2[cH:32][cH:31][c:30]([C:27](=[O:28])[OH:29])[cH:35][cH:34]2)[cH:3][cH:4][c:5]([CH2:8][n:9]2[n:10][c:11]([CH:24]([CH3:25])[CH3:26])[c:12]([OH:23])[c:13]([C:16](=[O:17])[NH:18][CH2:19][C:20](=[O:21])[OH:22])[c:14]2=[O:15])[cH:6][cH:7]1.